From a dataset of the Open Reaction Database (ORD), a public repository of structured organic reaction records. describe an organic reaction: reactants, conditions, products, and yield Reactants: N1=CC=CC=C1 (pyridine), C(C)(=O)OC(C)=O (acetic anhydride), N,N-dimethylaminopyridine, OCC=1C=CC(=C(C(=O)OCC2=CC=CC=C2)C1)OC (benzyl 5-hydroxymethyl-2-methoxybenzoate). Solvent: C(Cl)Cl (methylene chloride). The product is C(C)(=O)OCC=1C=CC(=C(C(=O)OCC2=CC=CC=C2)C1)OC (Benzyl 5-acetoxymethyl-2-methoxybenzoate). Isolated yield 99.0%. As a reaction SMILES: [OH:1][CH2:2][C:3]1[CH:4]=[CH:5][C:6]([O:19][CH3:20])=[C:7]([CH:18]=1)[C:8]([O:10][CH2:11][C:12]1[CH:17]=[CH:16][CH:15]=[CH:14][CH:13]=1)=[O:9].N1C=CC=CC=1.[C:27](OC(=O)C)(=[O:29])[CH3:28]>C(Cl)Cl>[C:27]([O:1][CH2:2][C:3]1[CH:4]=[CH:5][C:6]([O:19][CH3:20])=[C:7]([CH:18]=1)[C:8]([O:10][CH2:11][C:12]1[CH:13]=[CH:14][CH:15]=[CH:16][CH:17]=1)=[O:9])(=[O:29])[CH3:28]. Reported procedure: Next, benzyl 5-hydroxymethyl-2-methoxybenzoate and 100 ml of methylene chloride were mixed and, after pyridine (660 ml, 8.16 mmol), acetic anhydride (460 ml, 4.88 mmol) and N,N-dimethylaminopyridine (25 mg, 0.205 mmol) were added under stirring and cooling with ice, the mixture was stirred overnight. The reaction mixture was washed with 1 mol/l hydrochloric acid, aqueous solution of sodium hydrogencarbonate and brine, then dried over anhydrous sodium sulfate and concentrated to obtain 1.27 g (99... Reactants: N1(CCOCC1)C=1N=C2N(C(C1)=O)CC[C@H](N2)C(F)(F)F ((S)-2-morpholin-4-yl-8-trifluoromethyl-6,7,8,9-tetrahydropyrimido[1,2-a]pyrimidin-4-one), FC1=CC=C(C=C1)I (1-fluoro-4-iodobenzene). Yields the product FC1=CC=C(C=C1)N1[C@@H](CCN2C1=NC(=CC2=O)N2CCOCC2)C(F)(F)F ((8S)-9-(4-fluorophenyl)-2-(morpholin-4-yl)-8-(trifluoromethyl)-6,7,8,9-tetrahydro-4H-pyrimido[1,2-a]pyrimidin-4-one). As a reaction SMILES: [N:1]1([C:7]2[N:8]=[C:9]3[NH:17][C@H:16]([C:18]([F:21])([F:20])[F:19])[CH2:15][CH2:14][N:10]3[C:11](=[O:13])[CH:12]=2)[CH2:6][CH2:5][O:4][CH2:3][CH2:2]1.[F:22][C:23]1[CH:28]=[CH:27][C:26](I)=[CH:25][CH:24]=1>>[F:22][C:23]1[CH:28]=[CH:27][C:26]([N:17]2[C:9]3=[N:8][C:7]([N:1]4[CH2:6][CH2:5][O:4][CH2:3][CH2:2]4)=[CH:12][C:11](=[O:13])[N:10]3[CH2:14][CH2:15][C@H:16]2[C:18]([F:20])([F:21])[F:19])=[CH:25][CH:24]=1. Procedure details: The product is prepared according to the procedure described in Example 12, using 140 mg of (S)-2-morpholin-4-yl-8-trifluoromethyl-6,7,8,9-tetrahydropyrimido[1,2-a]pyrimidin-4-one (Example 1e) and 0.66 ml of 1-fluoro-4-iodobenzene. After purification by silica chromatography (gradient of 5% to 15% of the eluent CH2Cl2/MeOH/NH4OH 28% 38/17/2 in dichloromethane), 125 mg of (8S)-9-(4-fluorophenyl)-2-(morpholin-4-yl)-8-(trifluoromethyl)-6,7,8,9-tetrahydro-4H-pyrimido[1,2-a]pyrimidin-4-one are obtain...